This data is from the Open Reaction Database (ORD), a public repository of structured organic reaction records. The task is: describe an organic reaction: reactants, conditions, products, and yield Reactants: ClC1=CC(=NC2=CC=C(C=C12)OC1=NC=CC=C1)N1CC2=C(CCC1)C=CC=C2 (2-[4-chloro-6-(pyridin-2-yloxy)quinolin-2-yl]-2,3,4,5-tetrahydro-1H-2-benzazepine), C(CN)N (ethane-1,2-diamine). Run at temperature 180 celsius, time 3 hour. Yields the product N1=C(C=CC=C1)OC=1C=C2C(=CC(=NC2=CC1)N1CC2=C(CCC1)C=CC=C2)NCCN (N-[6-(Pyridin-2-yloxy)-2-(1,3,4,5-tetrahydro-2H-2-benzazepin-2-yl)quinolin-4-yl]ethane-1,2-diamine). As a reaction SMILES: Cl[C:2]1[C:11]2[C:6](=[CH:7][CH:8]=[C:9]([O:12][C:13]3[CH:18]=[CH:17][CH:16]=[CH:15][N:14]=3)[CH:10]=2)[N:5]=[C:4]([N:19]2[CH2:25][CH2:24][CH2:23][C:22]3[CH:26]=[CH:27][CH:28]=[CH:29][C:21]=3[CH2:20]2)[CH:3]=1.[CH2:30]([NH2:33])[CH2:31][NH2:32]>>[N:14]1[CH:15]=[CH:16][CH:17]=[CH:18][C:13]=1[O:12][C:9]1[CH:10]=[C:11]2[C:6](=[CH:7][CH:8]=1)[N:5]=[C:4]([N:19]1[CH2:25][CH2:24][CH2:23][C:22]3[CH:26]=[CH:27][CH:28]=[CH:29][C:21]=3[CH2:20]1)[CH:3]=[C:2]2[NH:32][CH2:31][CH2:30][NH2:33]. Procedure: The mixture of 2-[4-chloro-6-(pyridin-2-yloxy)quinolin-2-yl]-2,3,4,5-tetrahydro-1H-2-benzazepine (40 mg, 0.1 mmol) and ethane-1,2-diamine (2 mL) was heated with stirring in a 5 mL microwave process vial for 3 hours at 180° C. under microwave irradiation. The solvent was removed under reduced pressure and the residue was purified by preparative HPLC to give 7 mg of product as a yellow powder. MS obsd. (ESI+) [(M+H)+] 426. 1H NMR (400 MHz, CD3OD) δ ppm 8.12 (d, J=3.2 Hz, 1 H), 7.82-7.78 (m, 1 H), ... Reactants: OC=1C(=NC=CC1)[N+](=O)[O-] (3-hydroxy-2-nitropyridine), CN(C=O)C (dimethylformamide), C([O-])([O-])=O.[K+].[K+] (potassium carbonate), CI (methyl iodide). The solvent is O (water). Conditions: time 8 hour. Yields the product COC=1C(=NC=CC1)[N+](=O)[O-] (3-methoxy-2-nitropyridine). RXN SMILES: [OH:1][C:2]1[C:3]([N+:8]([O-:10])=[O:9])=[N:4][CH:5]=[CH:6][CH:7]=1.[CH3:11]N(C)C=O.C(=O)([O-])[O-].[K+].[K+].CI>O>[CH3:11][O:1][C:2]1[C:3]([N+:8]([O-:10])=[O:9])=[N:4][CH:5]=[CH:6][CH:7]=1 |f:2.3.4|. Procedure: A reaction flask was loaded with 3-hydroxy-2-nitropyridine (20 g), dimethylformamide (80 ml), and potassium carbonate (23.4 g), and they were mixed, followed by dropwise addition of methyl iodide (52.4 g) to the flask in 2.2 hours. After stirring overnight, water was added to this for crystallization. The crystals were filtrated for collection and dried to give 3-methoxy-2-nitropyridine (16.5 g). Reactants: BrC=1C=C(C=C(C1)O)O (5-bromo-benzene-1,3-diol), ICC (iodoethane), [H-].[Li+] (lithium hydride). The product is BrC=1C=C(C=C(C1)OCC)O (3-bromo-5-ethoxy-phenol). The yield is 32.0%. Reaction SMILES: [Br:1][C:2]1[CH:3]=[C:4]([OH:9])[CH:5]=[C:6]([OH:8])[CH:7]=1.I[CH2:11][CH3:12].[H-].[Li+]>>[Br:1][C:2]1[CH:7]=[C:6]([OH:8])[CH:5]=[C:4]([O:9][CH2:11][CH3:12])[CH:3]=1 |f:2.3|. Procedure details: A similar procedure as described in Example 43, step 2 was used, starting from 5-bromo-benzene-1,3-diol (9.2 g, 48.67 mmol), iodoethane (8.13 g, 51.1 mmol), and lithium hydride (720 mg, 97.34 mmol) to afford 3-bromo-5-ethoxy-phenol (3.38 g, 32%) as a light yellow oil: ES(+)-HRMS m/e calcd for C8H9BrO2 (M+Na)+ 217. found 217. Starting materials: COC=1C=C(CC2N(CCC3=CC(=C(C=C23)O)OC)CC(=O)NC2CCC3=CC=CC=C23)C=CC1OC (2-[1-(3,4-dimethoxy-benzyl)-7-hydroxy-6-methoxy-3,4-dihydro-1H-isoquinolin-2-yl]-N-(indan-1-yl)-acetamide), ClC1=NC=C(C=C1)C(F)(F)F (2-chloro-5-trifluoromethyl-pyridine). RXN SMILES: [CH3:1][O:2][C:3]1[CH:4]=[C:5]([CH:33]=[CH:34][C:35]=1[O:36][CH3:37])[CH2:6][CH:7]1[C:16]2[C:11](=[CH:12][C:13]([O:18][CH3:19])=[C:14]([OH:17])[CH:15]=2)[CH2:10][CH2:9][N:8]1[CH2:20][C:21]([NH:23][CH:24]1[C:32]2[C:27](=[CH:28][CH:29]=[CH:30][CH:31]=2)[CH2:26][CH2:25]1)=[O:22].Cl[C:39]1[CH:44]=[CH:43][C:42]([C:45]([F:48])([F:47])[F:46])=[CH:41][N:40]=1>>[CH3:1][O:2][C:3]1[CH:4]=[C:5]([CH:33]=[CH:34][C:35]=1[O:36][CH3:37])[CH2:6][CH:7]1[C:16]2[C:11](=[CH:12][C:13]([O:18][CH3:19])=[C:14]([O:17][C:39]3[CH:44]=[CH:43][C:42]([C:45]([F:48])([F:47])[F:46])=[CH:41][N:40]=3)[CH:15]=2)[CH2:10][CH2:9][N:8]1[CH2:20][C:21]([NH:23][CH:24]1[C:32]2[C:27](=[CH:28][CH:29]=[CH:30][CH:31]=2)[CH2:26][CH2:25]1)=[O:22]. Yields the product COC=1C=C(CC2N(CCC3=CC(=C(C=C23)OC2=NC=C(C=C2)C(F)(F)F)OC)CC(=O)NC2CCC3=CC=CC=C23)C=CC1OC (2-[1-(3,4-dimethoxy-benzyl)-6-methoxy-7-(5-trifluoromethyl-pyridin-2-yloxy)-3,4-dihydro-1H-isoquinolin-2-yl]-N-(indan-1-yl)-acetamide). Procedure details: prepared by reaction of 2-[1-(3,4-dimethoxy-benzyl)-7-hydroxy-6-methoxy-3,4-dihydro-1H-isoquinolin-2-yl]-N-(indan-1-yl)-acetamide with 2-chloro-5-trifluoromethyl-pyridine